This data is from the Open Reaction Database (ORD), a public repository of structured organic reaction records. The task is: describe an organic reaction: reactants, conditions, products, and yield Procedure: Lauryl mercaptan (1 mole) was stirred with diethyl ether (150 ml) at 10° C and to this was added dropwise crotonaldehyde (1 mole) over a period of 2 hours. After the completion of the addition, the reaction mixture was warmed to room temperature and reacted for a further 22 hours. The reaction mixture was then distilled to give a laurylmercaptobutyraldehyde product fraction (0.90 moles) of boiling range 147°-150° C at 1.5 mm Hg. The reaction mixture was maintained under nitrogen at all times. As a reaction SMILES: [CH2:1]([SH:13])[CH2:2][CH2:3][CH2:4][CH2:5][CH2:6][CH2:7][CH2:8][CH2:9][CH2:10][CH2:11][CH3:12].[CH:14](=[O:18])/[CH:15]=[CH:16]/[CH3:17]>C(OCC)C>[CH2:1]([S:13][CH:15]([CH2:16][CH3:17])[CH:14]=[O:18])[CH2:2][CH2:3][CH2:4][CH2:5][CH2:6][CH2:7][CH2:8][CH2:9][CH2:10][CH2:11][CH3:12]. The solvent is C(C)OCC (diethyl ether). Reactants: C(CCCCCCCCCCC)S (Lauryl mercaptan), C(\C=C\C)=O (crotonaldehyde). The product is C(CCCCCCCCCCC)SC(C=O)CC (laurylmercaptobutyraldehyde). The reactants are CC(C)(C)OC(=O)N1CCC2(CC1)CN(C1CCc3cc(Br)ccc31)C2, CC(=O)[O-], N#Cc1cnc(Cl)cn1, [K+], [K+], [K+], O=C([O-])[O-], C1COCCO1. The product is CC(C)(C)OC(=O)N1CCC2(CC1)CN(C1CCc3cc(-c4cnc(C#N)cn4)ccc31)C2. As a reaction SMILES: [C:1]([CH3:2])([CH3:3])([CH3:4])[O:5][C:6](=[O:7])[N:8]1[CH2:9][CH2:10][C:11]2([CH2:12][N:13]([CH:15]3[CH2:16][CH2:17][c:18]4[cH:19][c:20]([Br:24])[cH:21][cH:22][c:23]43)[CH2:14]2)[CH2:25][CH2:26]1.[CH3:28][C:29](=[O:30])[O-:31].[Cl:32][c:33]1[n:34][cH:35][c:36]([C:39]#[N:40])[n:37][cH:38]1.[K+:27].[K+:41].[K+:42].[O-:43][C:44]([O-:45])=[O:46].[O:47]1[CH2:48][CH2:49][O:50][CH2:51][CH2:52]1>>[C:1]([CH3:2])([CH3:3])([CH3:4])[O:5][C:6](=[O:7])[N:8]1[CH2:9][CH2:10][C:11]2([CH2:12][N:13]([CH:15]3[CH2:16][CH2:17][c:18]4[cH:19][c:20](-[c:33]5[n:34][cH:35][c:36]([C:39]#[N:40])[n:37][cH:38]5)[cH:21][cH:22][c:23]43)[CH2:14]2)[CH2:25][CH2:26]1. Reactants: C1=CC(=CC2=C1C=CN2)CO, C1CC1NC2=CC(=NC3=C(C=NN23)C#N)Cl. The reagents and catalysts are C(=O)([O-])[O-].[Cs+].[Cs+], CC1(C2=C(C(=CC=C2)P(C3=CC=CC=C3)C4=CC=CC=C4)OC5=C1C=CC=C5P(C6=CC=CC=C6)C7=CC=CC=C7)C, C1=CC=C(C=C1)/C=C/C(=O)/C=C/C2=CC=CC=C2.C1=CC=C(C=C1)/C=C/C(=O)/C=C/C2=CC=CC=C2.C1=CC=C(C=C1)/C=C/C(=O)/C=C/C2=CC=CC=C2.[Pd].[Pd]. Run in CC(=O)N(C)C. Reaction conditions: temperature 150 celsius. The product is C1CC1NC2=CC(=NC3=C(C=NN23)C#N)N4C=CC5=C4C=C(C=C5)CO. Isolated yield 47.5%. Procedure details: In a 40mL vial (t=g) was 5-chloro-7-(cyclopropylamino)pyrazolo[1,5-a]pyrimidine-3-carbonitrile (50 mg, 0.21 mmol), [Reactants], and cesium carbonate (77 mg, 0.24 mmol) in DMA (0.5 mL) ([VOLUME]),Pd2(dba)3 (9.80 mg, 10.70 µmol) and (9,9-dimethyl-9H-xanthene-4,5-diyl)bis(diphenylphosphine) (12.38 mg, 0.02 mmol) were added.  to give a brown suspension. The vial was filled with N2,  150C microwave for 30 min. LCMS showed completion.  added MeOH (3 mL), filtered through celite. concentrated. The resi... Reactants: C(=O)(O)C=1C=C2CC(NC2=CC1)=O (5-carboxy-2-oxindole), N1C(=CC2=CC=CC=C12)C=O (indole-2-carbaldehyde). The reagents and catalysts are N1CCCCC1 (piperidine). Solvent: C(C)O (ethanol). Conditions: time 4 hour. Yields the product N1C(=CC2=CC=CC=C12)C=C1C(NC2=CC=C(C=C12)C(=O)O)=O (3-(1H-indol-2-ylmethylene)-2-oxo-2,3-dihydro-1H-indole-5-carboxylic acid). Yield: 39.5%. Reaction SMILES: [C:1]([C:4]1[CH:5]=[C:6]2[C:10](=[CH:11][CH:12]=1)[NH:9][C:8](=[O:13])[CH2:7]2)([OH:3])=[O:2].[NH:14]1[C:22]2[C:17](=[CH:18][CH:19]=[CH:20][CH:21]=2)[CH:16]=[C:15]1[CH:23]=O>N1CCCCC1.C(O)C>[NH:14]1[C:22]2[C:17](=[CH:18][CH:19]=[CH:20][CH:21]=2)[CH:16]=[C:15]1[CH:23]=[C:7]1[C:6]2[C:10](=[CH:11][CH:12]=[C:4]([C:1]([OH:3])=[O:2])[CH:5]=2)[NH:9][C:8]1=[O:13]. Procedure details: A mixture of 5-carboxy-2-oxindole (88.5 mg), indole-2-carbaldehyde (87 mg) (prepared according to Synthetic Communications, 1993, 23, 3109) and piperidine (1 drop) in ethanol (3 mL) was held in a sealed tube at 95° C. for 4 hours. The mixture was cooled to room temperature. The solid was filtered and acidified with 2N hydrochloric acid. The resulting solid was collected by vacuum filtration, washed with cold ethanol and dried in vacuum oven to give 60 mg (40% yield) of 3-(1H-indol-2-ylmethylene)... Starting materials: C(C1=CC=CC=C1)OC1=C2CCCC(C2=CC=C1)C(=O)N(C1=CC=C(C=C1)C(C)C)CC1=CC=C(C=C1)N(C)C (5-Benzyloxy-N-[(4-dimethylaminophenyl)methyl]-N-(4-isopropylphenyl)-1,2,3,4-tetrahydronaphthalene-1-carboxamide), C(=O)[O-].[NH4+] (ammonium formate). Reagents/catalysts: [C].[Pd] (palladium carbon). Solvent: CO (methanol). Conditions: time 1 day. The product is CN(C1=CC=C(C=C1)CN(C(=O)C1CCCC2=C(C=CC=C12)O)C1=CC=C(C=C1)C(C)C)C (N-[(4-dimethylaminophenyl)methyl]-5-hydroxy-N-(4-isopropylphenyl)-1,2,3,4-tetrahydronaphthalene-1-carboxamide). Isolated yield 80.2%. RXN SMILES: C([O:8][C:9]1[CH:18]=[CH:17][CH:16]=[C:15]2[C:10]=1[CH2:11][CH2:12][CH2:13][CH:14]2[C:19]([N:21]([CH2:31][C:32]1[CH:37]=[CH:36][C:35]([N:38]([CH3:40])[CH3:39])=[CH:34][CH:33]=1)[C:22]1[CH:27]=[CH:26][C:25]([CH:28]([CH3:30])[CH3:29])=[CH:24][CH:23]=1)=[O:20])C1C=CC=CC=1.C([O-])=O.[NH4+]>CO.[C].[Pd]>[CH3:39][N:38]([CH3:40])[C:35]1[CH:36]=[CH:37][C:32]([CH2:31][N:21]([C:22]2[CH:27]=[CH:26][C:25]([CH:28]([CH3:29])[CH3:30])=[CH:24][CH:23]=2)[C:19]([CH:14]2[C:15]3[C:10](=[C:9]([OH:8])[CH:18]=[CH:17][CH:16]=3)[CH2:11][CH2:12][CH2:13]2)=[O:20])=[CH:33][CH:34]=1 |f:1.2,4.5|. Procedure: 5-Benzyloxy-N-[(4-dimethylaminophenyl)methyl]-N-(4-isopropylphenyl)-1,2,3,4-tetrahydronaphthalene-1-carboxamide (0.75 g) was dissolved in methanol (60 mL), and 10% palladium carbon (0.5 g) and ammonium formate (1.5 g) were added. The mixture was stirred at room temperature for one day. The reaction mixture was filtrated, and the filtrate was concentrated. Water was added to the residue, and the precipitated crude crystals were recrystallized from ethyl acetate to give N-[(4-dimethylaminophenyl)m... Reactants: S(O)(O)(=O)=O (sulfuric acid), N[C@H](C(=O)O)C1=CC=CC=C1 ((S)-2-amino-2-phenylacetic acid), CO (MeOH). The yield is 74.0%. The product is N[C@H](C(=O)OC)C1=CC=CC=C1 ((S)-methyl 2-amino-2-phenylacetate). As a reaction SMILES: S(=O)(=O)(O)O.[NH2:6][C@@H:7]([C:11]1[CH:16]=[CH:15][CH:14]=[CH:13][CH:12]=1)[C:8]([OH:10])=[O:9].[CH3:17]O>>[NH2:6][C@@H:7]([C:11]1[CH:16]=[CH:15][CH:14]=[CH:13][CH:12]=1)[C:8]([O:10][CH3:17])=[O:9]. Procedure details: A catalytic amount of concentrated sulfuric acid (0.1 mL) was added to a 50 mL round bottom flask containing a solution of (S)-2-amino-2-phenylacetic acid (commercially available from Sigma-Aldrich, Milwaukee, Wis.) (1.0 g, 6.6 mmol) in MeOH (10 mL). The resulting mixture was heated at 65° C. for 6 hours. The solvent was removed under reduced pressure, and the mixture was quenched with aqueous NaHCO3 and extracted with EtOAc. The organic layer was dried over Na2SO4, filtered, and concentrated to... Conditions: temperature 65 celsius.